This data is from the Open Reaction Database (ORD), a public repository of structured organic reaction records. The task is: describe an organic reaction: reactants, conditions, products, and yield Reactants: OCCCCO, Cc1ccccc1, CS(C)=O, CC(C)(C)[O-], [Cl-], Fc1cc(F)c(F)cc1F, [K+], [Na+], O. The product is OCCCCOc1cc(F)c(F)cc1F. As a reaction SMILES: [CH2:1]([CH2:2][CH2:3][CH2:4][OH:5])[OH:6].[CH3:26][c:27]1[cH:28][cH:29][cH:30][cH:31][cH:32]1.[CH3:33][S:34]([CH3:35])=[O:36].[CH3:7][C:8]([CH3:9])([O-:10])[CH3:11].[Cl-:24].[F:13][c:14]1[c:15]([F:22])[cH:16][c:17]([F:21])[c:18]([F:20])[cH:19]1.[K+:12].[Na+:23].[OH2:25]>>[CH2:1]([CH2:2][CH2:3][CH2:4][O:5][c:15]1[c:14]([F:13])[cH:19][c:18]([F:20])[c:17]([F:21])[cH:16]1)[OH:6]. Reactants: OCC1CN(CCN1)C(=O)OC(C)(C)C (racemic tert-butyl 3-(hydroxymethyl)piperazine-1-carboxylate), N1C=NC=C1 (1H-imidazole), [Si](C)(C)(C(C)(C)C)Cl (tert-butyldimethylsilyl chloride). Conditions: time 20 hour. Yields the product [Si](C)(C)(C(C)(C)C)OCC1CN(CCN1)C(=O)OC(C)(C)C (tert-butyl 3-({[tert-butyl(dimethyl)silyl]oxy}methyl)piperazine-1-carboxylate). As a reaction SMILES: [OH:1][CH2:2][CH:3]1[NH:8][CH2:7][CH2:6][N:5]([C:9]([O:11][C:12]([CH3:15])([CH3:14])[CH3:13])=[O:10])[CH2:4]1.N1C=CN=C1.[Si:21](Cl)([C:24]([CH3:27])([CH3:26])[CH3:25])([CH3:23])[CH3:22]>CN(C=O)C>[Si:21]([O:1][CH2:2][CH:3]1[NH:8][CH2:7][CH2:6][N:5]([C:9]([O:11][C:12]([CH3:15])([CH3:14])[CH3:13])=[O:10])[CH2:4]1)([C:24]([CH3:27])([CH3:26])[CH3:25])([CH3:23])[CH3:22]. The solvent is CN(C)C=O (DMF). Reported procedure: To a solution of racemic tert-butyl 3-(hydroxymethyl)piperazine-1-carboxylate (1.5 g, 6.9 mmol, AstaTech) and 1H-imidazole (1.4 g, 21 mmol) in DMF (20 mL) cooled to 0° C. was added tert-butyldimethylsilyl chloride (2.1 g, 14 mmol). The mixture was then allowed to reach RT and stir for 20 h. The mixture was quenched by the addition of saturated ammonium chloride. The product was extracted with two portions of ethyl acetate. The organic extract was washed with water, brine, dried over sodium sulfa... Reactants: BrC1=CC2=C(C3=C(OCC2)C=CC=C3)S1 (2-Bromo-4,5-dihydrobenzo[b]thieno[2,3-d]oxepine), N1N=CC=2C(=CC=CC12)B1OC(C)(C)C(C)(C)O1 (indazole 4-boronic acid pinacol ester). Yields the product S1C(=CC2=C1C1=C(OCC2)C=CC=C1)C1=C2C=NNC2=CC=C1 (4-(4,5-dihydrobenzo[b]thieno[2,3-d]oxepin-2-yl)-1H-indazole). RXN SMILES: Br[C:2]1[S:15][C:5]2[C:6]3[CH:14]=[CH:13][CH:12]=[CH:11][C:7]=3[O:8][CH2:9][CH2:10][C:4]=2[CH:3]=1.[NH:16]1[C:24]2[CH:23]=[CH:22][CH:21]=[C:20](B3OC(C)(C)C(C)(C)O3)[C:19]=2[CH:18]=[N:17]1>>[S:15]1[C:5]2[C:6]3[CH:14]=[CH:13][CH:12]=[CH:11][C:7]=3[O:8][CH2:9][CH2:10][C:4]=2[CH:3]=[C:2]1[C:20]1[CH:21]=[CH:22][CH:23]=[C:24]2[C:19]=1[CH:18]=[N:17][NH:16]2. Procedure details: 2-Bromo-4,5-dihydrobenzo[b]thieno[2,3-d]oxepine from Example 73 was reacted with indazole 4-boronic acid pinacol ester using standard Suzuki coupling procedure. Purification on prep HPLC and triturating with hexanes gave 140. 1H NMR (400 MHz, CDCl3): 3.34 (2H, t), 4.42 (2H, t), 7.07-7.11 (2H, m), 7.18-7.22 (1H, m), 7.35 (1H, s), 7.42-7.49 (3H, m), 7.79 (1H, dd), 8.50 (1H, s). MS: (ESI+) 319 Starting materials: [F-].[U+2](=O)=O.[F-] (uranyl fluoride), [OH-].[NH4+] (ammonium hydroxide), [U](F)(F)(F)(F)(F)F (uranium hexafluoride), [U](F)(F)(F)(F)(F)F (uranium hexafluoride), [F-].[U+2](=O)=O.[F-] (uranyl fluoride). The solvent is O (water). Yields the product [NH4+].[NH4+].[O-2].[O-2].[O-2].[O-2].[O-2].[O-2].[O-2].[U].[U] (ammonium diuranate). As a reaction SMILES: [U:1](F)(F)(F)(F)(F)F.[F-].[U+2:9](=O)=[O:10].[F-].[OH-:13].[NH4+:14]>O>[NH4+:14].[NH4+:14].[O-2:10].[O-2:13].[O-2:10].[O-2:10].[O-2:10].[O-2:10].[O-2:10].[U:1].[U:9] |f:1.2.3,4.5,7.8.9.10.11.12.13.14.15.16.17|. Procedure details: Namely, solid uranium hexafluoride (UF6) is heated to vaporize, the UF6 gas is hydrolyzed with deionized water to uranyl fluoride (UO2F2) solution. The UO2F2 solution is added with ammonium hydroxide to form ammonium diuranate (ADU) precipitate. This slurry is filtered, then there is obtained a cake. The cake is washed, dried and milled. The obtained ADU powder is supplied to a calcining and reducing kiln to manufacture uranium dioxide powder. The uranium dioxide powder manufactured by this proc... The reactants are O (H2O), C(=O)(OC(C)(C)C)NCCN (N-(Boc)ethylenediamine), ClC1=NC=CC=N1 (2-chloropyrimidine), C(=O)([O-])[O-].[K+].[K+] (K2CO3). Solvent: C(CC)O (1-propanol). The product is C(=O)(OC(C)(C)C)NCCNC1=NC=CC=N1 (N-Boc-N'-(2-Pyrimidinyl)ethylenediamine). Yield: 134.3%. RXN SMILES: [C:1]([NH:8][CH2:9][CH2:10][NH2:11])([O:3][C:4]([CH3:7])([CH3:6])[CH3:5])=[O:2].C([O-])([O-])=O.[K+].[K+].Cl[C:19]1[N:24]=[CH:23][CH:22]=[CH:21][N:20]=1.O>C(O)CC>[C:1]([NH:8][CH2:9][CH2:10][NH:11][C:19]1[N:24]=[CH:23][CH:22]=[CH:21][N:20]=1)([O:3][C:4]([CH3:5])([CH3:6])[CH3:7])=[O:2] |f:1.2.3|. Procedure details: N-(Boc)ethylenediamine (0.80 g, 5.0 mmol) (Syn. Commun. 1990, 20, 255-264) was dissolved in 1-propanol (12 mL) and treated with K2CO3 (1.2 g, 9.0 mmol), followed by 2-chloropyrimidine (0.91 g, 8.0 mmol), and the mixture was heated to reflux for 24 h. The reaction mixture was poured into H2O (30 mL) and extracted with EtOAc (3×30 mL). The combined organic fractions were dried (MgSO4) and concentrated to give the title compound as a yellow solid (1.6 g): MS (ES) m/e 238.9 [M+H]+. The reactants are CCC(=O)Cl, ClCCl, Oc1cccc(F)c1, c1ccncc1. Yields the product CCC(=O)Oc1cccc(F)c1. Reaction SMILES: [C:15]([CH2:16][CH3:17])(=[O:18])[Cl:19].[Cl:20][CH2:21][Cl:22].[F:1][c:2]1[cH:3][c:4]([OH:8])[cH:5][cH:6][cH:7]1.[cH:9]1[cH:10][cH:11][n:12][cH:13][cH:14]1>>[F:1][c:2]1[cH:3][c:4]([O:8][C:15]([CH2:16][CH3:17])=[O:18])[cH:5][cH:6][cH:7]1.